From a dataset of the Open Reaction Database (ORD), a public repository of structured organic reaction records. describe an organic reaction: reactants, conditions, products, and yield Starting materials: ( 10.2 ), COC(C=O)(C1=CC=C(C=C1)O)OC (4-hydroxyphenylglyoxal dimethyl acetal), CO (methanol). Product: COCCC1=CC=C(C=C1)O (4-(2'-methoxyethyl)phenol). The yield is 47.0%. As a reaction SMILES: CO[C:3](OC)([C:6]1[CH:11]=[CH:10][C:9]([OH:12])=[CH:8][CH:7]=1)[CH:4]=[O:5].[CH3:15]O>>[CH3:15][O:5][CH2:4][CH2:3][C:6]1[CH:11]=[CH:10][C:9]([OH:12])=[CH:8][CH:7]=1. Procedure details: The procedure of Example 2 was repeated with a solution of 2.00 g (10.2) mmol) 4-hydroxyphenylglyoxal dimethyl acetal in 10 g methanol containing 0.37 g (10.2 mmol) hydrogen chloride and a 0.20 g dry 10% Pd/C catalyst being reacted with hydrogen gas pressurized at 50 psig at 25° C. A 47% yield of 4-(2'-methoxyethyl)phenol was obtained. The reactants are poly(ethylene terephthalate), C1(CCC(CC1)CO)CO (1,4-cyclohexanedimethanol), C(CO)O (ethylene glycol), polyesters, C(C1=CC=C(C(=O)O)C=C1)(=O)O (Terephthalic acid). Yields the product OCCOC(C1=CC=C(C(=O)OCCO)C=C1)=O (bis(2-hydroxyethyl)terephthalate). As a reaction SMILES: [C:1]([OH:12])(=[O:11])[C:2]1[CH:10]=[CH:9][C:5]([C:6]([OH:8])=[O:7])=[CH:4][CH:3]=1.C1(CO)CC[CH:16]([CH2:19][OH:20])CC1.[CH2:23](O)[CH2:24][OH:25]>>[OH:20][CH2:19][CH2:16][O:7][C:6](=[O:8])[C:5]1[CH:9]=[CH:10][C:2]([C:1]([O:12][CH2:23][CH2:24][OH:25])=[O:11])=[CH:3][CH:4]=1. Procedure: The poly(ethylene terephthalate) and poly(ethylene terephthalate-co-1,4-cyclohexanedimethylene terephthalate) polyesters described in Tables 1 and 2 were prepared by standard melt polymerization techniques known to the art. Terephthalic acid, ethylene glycol and 1,4-cyclohexanedimethanol (CHDM) were first pre-esterified to form the bis(2-hydroxyethyl)terephthalate or the equivalent CHDM co-terephthalate monomers in a pressurized vessel. This was required due to the high temperature necessary to ... Starting materials: Cl (HCl), CO (MeOH), ClC1=C(C=C(C=N1)OC[C@@H]1NCCC1)C=C (6-chloro-5-ethenyl-3-(2-(R)-pyrrolidinylmethoxy)pyridine), Cl (hydrogen chloride), CI NH3. Solvent: CCOCC (Et2O). The product is ClC1=C(C=C(C=N1)OC[C@@H]1N(CCC1)C)C=C (6-Chloro-5-ethenyl-3-(1-methyl-2-(R)-pyrrolidinylmethoxy)pyridine). Reaction SMILES: [Cl:1][C:2]1[N:7]=[CH:6][C:5]([O:8][CH2:9][C@H:10]2[CH2:14][CH2:13][CH2:12][NH:11]2)=[CH:4][C:3]=1[CH:15]=[CH2:16].Cl.[CH3:18]O>CCOCC>[Cl:1][C:2]1[N:7]=[CH:6][C:5]([O:8][CH2:9][C@H:10]2[CH2:14][CH2:13][CH2:12][N:11]2[CH3:18])=[CH:4][C:3]=1[CH:15]=[CH2:16]. Procedure: To a solution of 6-chloro-5-ethenyl-3-(2-(R)-pyrrolidinylmethoxy)pyridine in Et2O was added hydrogen chloride (1.0 M in Et2O) carefully to afford the tittle compound: mp 173-175° C.; 1H NMR (D2O) δ 2.04-2.18 (m, 2H), 2.23 (m, 1H), 2.40 (m, 1H), 3.04 (s, 3H), 3.29 (m, 1H), 3.73 (m, 1H), 3.95 (m, 1H), 4.37 (dd, 1H, J=6.0, 11.0 Hz), 4.53 (dd, 1H, J=3.0, 11.0 Hz), 5.61 (d, 1H, J=11.0 Hz), 5.94 (d, 1H, J=17.5 Hz), 7.02 (dd, 1H, J=11.0, 17.5 Hz), 7.73 (d, 1H, J=3.0 Hz), 8.04 (d, 1H, J=3.0 Hz); MS (CI/... Reactants: CCOC(C)=O, COc1nc(OC(C(=O)OCc2ccccc2)C(OC)(c2ccccc2)c2ccccc2)nc2c1CCC2, CO, [H][H], [Pd]. Product: COc1nc(OC(C(=O)O)C(OC)(c2ccccc2)c2ccccc2)nc2c1CCC2. As a reaction SMILES: [C:43]([O:44][CH2:45][CH3:46])(=[O:47])[CH3:48].[CH3:1][O:2][C:3]([CH:4]([C:5](=[O:6])[O:7][CH2:8][c:9]1[cH:10][cH:11][cH:12][cH:13][cH:14]1)[O:15][c:16]1[n:17][c:18]2[c:19]([c:20]([O:22][CH3:23])[n:21]1)[CH2:24][CH2:25][CH2:26]2)([c:27]1[cH:28][cH:29][cH:30][cH:31][cH:32]1)[c:33]1[cH:34][cH:35][cH:36][cH:37][cH:38]1.[CH3:41][OH:42].[H:39][H:40].[Pd:49]>>[CH3:1][O:2][C:3]([CH:4]([C:5](=[O:6])[OH:7])[O:15][c:16]1[n:17][c:18]2[c:19]([c:20]([O:22][CH3:23])[n:21]1)[CH2:24][CH2:25][CH2:26]2)([c:27]1[cH:28][cH:29][cH:30][cH:31][cH:32]1)[c:33]1[cH:34][cH:35][cH:36][cH:37][cH:38]1. Starting materials: Isothiocyanates, telluroxide, ( I ), ureas, C1(=CC=CC=C1)N=C=S (phenyl isothiocyanate), O (water). Yields the product C1(=CC=CC=C1)NC(=O)NC1=CC=CC=C1 (1,3-diphenylurea). Reaction SMILES: [C:1]1([N:7]=[C:8]=S)[CH:6]=[CH:5][CH:4]=[CH:3][CH:2]=1.[OH2:10]>>[C:1]1([NH:7][C:8]([NH:7][C:1]2[CH:6]=[CH:5][CH:4]=[CH:3][CH:2]=2)=[O:10])[CH:6]=[CH:5][CH:4]=[CH:3][CH:2]=1. Procedure: Isothiocyanates may be converted to ureas and thus phenyl isothiocyanate, on oxidation with a telluroxide in the presence of water (e.g. of formula (I) as hereinbefore defined), gives 1,3-diphenylurea. Starting materials: ClC1=CC=C(C=C1)S(=O)(=O)N[C@H]1C(NCCCC1)=O (4-Chloro-N-((R)-2-oxo-azepan-3-yl)-benzenesulfonamide), BrC1=CC(=C(C(=O)N)C=C1)C (4-bromo-methyl-benzamide), C(=O)([O-])[O-].[K+].[K+] (K2CO3). Solvent: CN(C)C=O (DMF). Run at temperature 60 celsius, time 8 hour. The product is ClC1=CC=C(C=C1)S(=O)(=O)N([C@H]1C(NCCCC1)=O)CC1=CC=C(C(=O)N)C=C1 (4-{[(4-Chloro-benzenesulfonyl)-((R)-2-oxo-azepan-3-yl)-amino]-methyl}-benzamide). Reaction SMILES: [Cl:1][C:2]1[CH:7]=[CH:6][C:5]([S:8]([NH:11][C@@H:12]2[CH2:18][CH2:17][CH2:16][CH2:15][NH:14][C:13]2=[O:19])(=[O:10])=[O:9])=[CH:4][CH:3]=1.Br[C:21]1[CH:29]=[CH:28][C:24]([C:25]([NH2:27])=[O:26])=[C:23](C)[CH:22]=1.[C:31]([O-])([O-])=O.[K+].[K+]>CN(C=O)C>[Cl:1][C:2]1[CH:3]=[CH:4][C:5]([S:8]([N:11]([CH2:31][C:21]2[CH:22]=[CH:23][C:24]([C:25]([NH2:27])=[O:26])=[CH:28][CH:29]=2)[C@@H:12]2[CH2:18][CH2:17][CH2:16][CH2:15][NH:14][C:13]2=[O:19])(=[O:10])=[O:9])=[CH:6][CH:7]=1 |f:2.3.4|. Procedure: 4-Chloro-N-((R)-2-oxo-azepan-3-yl)-benzenesulfonamide (0.18 g, 0.60 mmol), 4-bromo-methyl-benzamide (0.19 g, 0.90 mmol), K2CO3 (0.83 g, 6 mmol), KI (0.02 g, 0,12 mmol) were added to dry DMF (15 ml) and the resultant reaction mixture was shaken overnight at 60° C. under an argon atmosphere. The solvent was removed under reduced pressure and the residue dissolved in acetonitrile and purified using preparative RP(C18) chromatography: lyophilisate 52 mg; MS: m/e=436.4 (MH+) Product: C=CCCCCCCCCNC(=O)NOCc1ccccc1. RXN SMILES: [C:14]([Cl:15])(=[O:16])[CH2:17][CH2:18][CH2:19][CH2:20][CH2:21][CH2:22][CH2:23][CH2:24][CH:25]=[CH2:26].[CH2:1]([CH2:2][CH2:3][CH2:4][CH2:5][CH2:6][CH2:7][CH2:8][CH:9]=[CH2:10])[N:11]=[C:12]=[O:13].[CH2:27]([c:28]1[cH:29][cH:30][cH:31][cH:32][cH:33]1)[O:34][NH2:35].[Cl:36][CH2:37][CH2:38][Cl:39]>>[CH2:1]([CH2:2][CH2:3][CH2:4][CH2:5][CH2:6][CH2:7][CH2:8][CH:9]=[CH2:10])[NH:11][C:12](=[O:13])[NH:35][O:34][CH2:27][c:28]1[cH:29][cH:30][cH:31][cH:32][cH:33]1. Reactants: C=CCCCCCCCCC(=O)Cl, C=CCCCCCCCCN=C=O, NOCc1ccccc1, ClCCCl. The reactants are ClC1=C(C=O)C(=CC=C1)F (2-chloro-6-fluorobenzaldehyde), C1(CC1)N (cyclopropylamine). Product: ClC1=C(CNC2CC2)C(=CC=C1)F ((2-Chloro-6-fluorobenzyl)cyclopropylamine). As a reaction SMILES: [Cl:1][C:2]1[CH:9]=[CH:8][CH:7]=[C:6]([F:10])[C:3]=1[CH:4]=O.[CH:11]1([NH2:14])[CH2:13][CH2:12]1>>[Cl:1][C:2]1[CH:9]=[CH:8][CH:7]=[C:6]([F:10])[C:3]=1[CH2:4][NH:14][CH:11]1[CH2:13][CH2:12]1. Procedure details: Synthesized according to typical procedure J from 2-chloro-6-fluorobenzaldehyde and cyclopropylamine. The reactants are product, FC=1C(=C(C(=O)NOCCO)C=CC1F)NC1=C(C=C(C=C1)C#CCCO)F (3,4-Difluoro-2-[2-fluoro-4-(4-hydroxy-1-butynyl)anilino]-N-(2-hydroxyethoxy)-benzamide). The reagents and catalysts are [Pd] (Pd/C). Run in CCO (EtOH). Yields the product FC=1C(=C(C(=O)NOCCO)C=CC1F)NC1=C(C=C(C=C1)CCCCO)F (3,4-difluoro-2-[2-fluoro-4-(4-hydroxybutyl)anilino]-N-(2-hydroxyethoxy)benzamide). The yield is 46.0%. As a reaction SMILES: [F:1][C:2]1[C:3]([NH:16][C:17]2[CH:22]=[CH:21][C:20]([C:23]#[C:24][CH2:25][CH2:26][OH:27])=[CH:19][C:18]=2[F:28])=[C:4]([CH:12]=[CH:13][C:14]=1[F:15])[C:5]([NH:7][O:8][CH2:9][CH2:10][OH:11])=[O:6]>CCO.[Pd]>[F:1][C:2]1[C:3]([NH:16][C:17]2[CH:22]=[CH:21][C:20]([CH2:23][CH2:24][CH2:25][CH2:26][OH:27])=[CH:19][C:18]=2[F:28])=[C:4]([CH:12]=[CH:13][C:14]=1[F:15])[C:5]([NH:7][O:8][CH2:9][CH2:10][OH:11])=[O:6]. Procedure: The product of Example 11, 3,4-Difluoro-2-[2-fluoro-4-(4-hydroxy-1-butynyl)anilino]-N-(2-hydroxyethoxy)-benzamide was hydrogenated in absolute EtOH in the presence of 5% Pd/C by the procedure of Example 1, Step D. Purification of the resulting oil was carried out by filtration through a plug of silica gel (EtOAc as eluant) to afford 3,4-difluoro-2-[2-fluoro-4-(4-hydroxybutyl)anilino]-N-(2-hydroxyethoxy)benzamide as a white crystalline solid (46%); m.p. (Et2O/EtOAc) 65-69° C. 1H NMR [400 MHz, (CD... The reactants are O=CCOC=1C=C(C=CC1)C1=CC=C(S1)C(=O)OCC (ethyl 5-{3-[(2-oxoethyl)oxy]phenyl}-2-thiophenecarboxylate), [OH-].[Li+] (lithium hydroxide), [Cl-].ClC=[N+](C)C ((Chloromethylene)dimethylammonium chloride), [OH-].[NH4+] (ammonium hydroxide). The solvent is O1CCCC1 (tetrahydrofuran), O (water). Run at temperature 0 celsius, time 4 hour. Yields the product OC=1C=C(C=CC1)C1=CC=C(S1)C(=O)N (5-(3-Hydroxyphenyl)-2-thiophenecarboxamide). RXN SMILES: O=CC[O:4][C:5]1[CH:6]=[C:7]([C:11]2[S:15][C:14]([C:16]([O:18]CC)=O)=[CH:13][CH:12]=2)[CH:8]=[CH:9][CH:10]=1.[OH-].[Li+].[Cl-].ClC=[N+:26](C)C.[OH-].[NH4+]>O.O1CCCC1>[OH:4][C:5]1[CH:6]=[C:7]([C:11]2[S:15][C:14]([C:16]([NH2:26])=[O:18])=[CH:13][CH:12]=2)[CH:8]=[CH:9][CH:10]=1 |f:1.2,3.4,5.6|. Reported procedure: The mixture of ethyl 5-{3-[(2-oxoethyl)oxy]phenyl}-2-thiophenecarboxylate (1.3 g, 4.48 mmol), 2N aqueous lithium hydroxide solution (5 ml, 10 mmol) and tetrahydrofuran (10 ml) was heated to reflux for 12 h. The reaction mixture was cooled, concentrated in vacuo to remove tetrahydrofuran, acidified to pH1-2 with 2N HCl, and extracted with ethyl acetate three times. The combined extracts were washed with brine, dried over magnesium sulfate and concentrated in vacuo. The solid residue (0.75 g) was ...